describe an organic reaction: reactants, conditions, products, and yield From a dataset of the Open Reaction Database (ORD), a public repository of structured organic reaction records. Reactants: ( 18 ), S(O)(O)(=O)=O (sulfuric acid), ( 75 ), C(C)(C)O (isopropyl alcohol), glass, COS(=O)(=O)[O-].C(CCCCCCCCCCCCCCCCC)[N+](C)(C)CCCCCCCCCCCCCCCCCC (distearyl dimethyl ammonium methylsulfate). The solvent is O (water), O (water), O (water), O (water). Run at temperature 840 celsius, time 4 hour. The product is S([O-])(O)(=O)=O.C(CCCCCCCCCCCCCCCCC)[N+](C)(C)CCCCCCCCCCCCCCCCCC (distearyl dimethyl ammonium bisulfate). The yield is 75.8%. As a reaction SMILES: C(O)(C)C.[S:5](=[O:9])(=[O:8])([OH:7])[OH:6].COS([O-])(=O)=O.[CH2:16]([N+:34]([CH2:37][CH2:38][CH2:39][CH2:40][CH2:41][CH2:42][CH2:43][CH2:44][CH2:45][CH2:46][CH2:47][CH2:48][CH2:49][CH2:50][CH2:51][CH2:52][CH2:53][CH3:54])([CH3:36])[CH3:35])[CH2:17][CH2:18][CH2:19][CH2:20][CH2:21][CH2:22][CH2:23][CH2:24][CH2:25][CH2:26][CH2:27][CH2:28][CH2:29][CH2:30][CH2:31][CH2:32][CH3:33]>O>[S:5](=[O:7])(=[O:6])([OH:9])[O-:8].[CH2:37]([N+:34]([CH2:16][CH2:17][CH2:18][CH2:19][CH2:20][CH2:21][CH2:22][CH2:23][CH2:24][CH2:25][CH2:26][CH2:27][CH2:28][CH2:29][CH2:30][CH2:31][CH2:32][CH3:33])([CH3:36])[CH3:35])[CH2:38][CH2:39][CH2:40][CH2:41][CH2:42][CH2:43][CH2:44][CH2:45][CH2:46][CH2:47][CH2:48][CH2:49][CH2:50][CH2:51][CH2:52][CH2:53][CH3:54] |f:2.3,5.6|. Procedure details: Seventy-five (75) kilograms of isopropyl alcohol and 25 kilograms of deionized water were charged in a 50 gallon glass lined reactor. The reactor agitator (three armed retrieve curve impeller) was started at 100 RPM and full cooling (water at 8° to 10° C.) was applied to the reactor jacket. Eighteen (18) kilograms of 93 percent sulfuric acid (technical grade) were added slowly to the reactor, after which 30 kilograms of technical grade distearyl dimethyl ammonium methylsulfate (obtained from Zee... The reactants are ClC1=CC=C(C=C1)N1CCNCC1 (4-(4-chlorophenyl)piperazine), S(=O)(=O)(N)N (sulfamide). Run in O (water), C(C)(=O)OCC (ethyl acetate), O (Water). Run at temperature 120 celsius, time 96 hour. The product is ClC1=CC=C(C=C1)N1CCN(CC1)S(=O)(=O)N ([4-(4-chlorophenyl)-piperazine-1-sulfonyl]amine). Yield: 59.0%. Reaction SMILES: [Cl:1][C:2]1[CH:7]=[CH:6][C:5]([N:8]2[CH2:13][CH2:12][NH:11][CH2:10][CH2:9]2)=[CH:4][CH:3]=1.[S:14](N)([NH2:17])(=[O:16])=[O:15]>O.C(OCC)(=O)C>[Cl:1][C:2]1[CH:3]=[CH:4][C:5]([N:8]2[CH2:13][CH2:12][N:11]([S:14]([NH2:17])(=[O:16])=[O:15])[CH2:10][CH2:9]2)=[CH:6][CH:7]=1. Reported procedure: A mixture of 4-(4-chlorophenyl)piperazine (6.63 g, 33.7 mmol) and sulfamide (3.89 g, 40.5 mmol) in water (10 ml) was heated at 120° C. After 96 h, the reaction mixture was cooled to RT, diluted with ethyl acetate (100 ml). Water (100 ml) was added and the reaction mixture was stirred vigorously for several minutes. The solid was filtered to give [4-(4-chlorophenyl)-piperazine-1-sulfonyl]amine as a white powder (59%), mp 218.0-220.0° C. Starting materials: COC(CC(C)(C)NC(=O)OCC1=CC=CC=C1)=O (3-benzyloxycarbonylamino-3-methylbutanoic acid methyl ester), [OH-].[Na+] (NaOH). The solvent is CO (methanol). Conditions: time 16 hour. The product is C(C1=CC=CC=C1)OC(=O)NC(CC(=O)O)(C)C (3-Benzyloxycarbonylamino-3-methylbutanoic acid). Isolated yield 99.7%. As a reaction SMILES: C[O:2][C:3](=[O:19])[CH2:4][C:5]([NH:8][C:9]([O:11][CH2:12][C:13]1[CH:18]=[CH:17][CH:16]=[CH:15][CH:14]=1)=[O:10])([CH3:7])[CH3:6].[OH-].[Na+]>CO>[CH2:12]([O:11][C:9]([NH:8][C:5]([CH3:7])([CH3:6])[CH2:4][C:3]([OH:19])=[O:2])=[O:10])[C:13]1[CH:14]=[CH:15][CH:16]=[CH:17][CH:18]=1 |f:1.2|. Procedure details: A solution of 18.27 g (68.9 mmol) of 3-benzyloxycarbonylamino-3-methylbutanoic acid methyl ester in 20 mL of methanol at room temperature was treated dropwise with 51 mL of 2N NaOH (102 mmol). The mixture was stirred at room temperature for 16 hours then transferred to a separatory funnel and washed with hexane (3×). The aqueous layer was removed, cooled to 0° C. and slowly acidified to pH 2 (paper) by dropwise addition of 6N HCl. This mixture was extracted with ether (6×); combined extracts wer... Reactants: CCc1ccc(CC(C)(C)NC(C)=O)cc1, CC#N, CCOCC, Cl, [K+], [OH-], O, OCCO. Yields the product CCc1ccc(CC(C)(C)N)cc1. As a reaction SMILES: [CH2:1]([CH3:2])[c:3]1[cH:4][cH:5][c:6]([CH2:9][C:10]([CH3:11])([CH3:12])[NH:13][C:14](=[O:15])[CH3:16])[cH:7][cH:8]1.[CH3:25][C:26]#[N:27].[CH3:28][CH2:29][O:30][CH2:31][CH3:32].[ClH:20].[K+:18].[OH-:17].[OH2:19].[OH:21][CH2:22][CH2:23][OH:24]>>[CH2:1]([CH3:2])[c:3]1[cH:4][cH:5][c:6]([CH2:9][C:10]([CH3:11])([CH3:12])[NH2:13])[cH:7][cH:8]1.